This data is from the Open Reaction Database (ORD), a public repository of structured organic reaction records. The task is: describe an organic reaction: reactants, conditions, products, and yield Reactants: C(C)(C)C=1NC2=CC=CC=C2C1 (2-isopropyl-1H-indole), C(C)(C)C=1NC2=CC=CC=C2C1 (2-isopropyl-1H-indole), CN(C)C=O (DMF), O=P(Cl)(Cl)Cl (POCl3), CN(C)C=O (DMF). Run in CCOC(=O)C (EtOAc). Run at time 30 minute. Product: C(C)(C)C=1NC2=CC=CC=C2C1C=O (2-isopropyl-1H-indole-3-carbaldehyde). As a reaction SMILES: O=P(Cl)(Cl)Cl.[CH:6]([C:9]1[NH:10][C:11]2[C:16]([CH:17]=1)=[CH:15][CH:14]=[CH:13][CH:12]=2)([CH3:8])[CH3:7].CN([CH:21]=[O:22])C>CCOC(C)=O>[CH:6]([C:9]1[NH:10][C:11]2[C:16]([C:17]=1[CH:21]=[O:22])=[CH:15][CH:14]=[CH:13][CH:12]=2)([CH3:8])[CH3:7]. Procedure details: POCl3 (0.86 ml, 9.4 mmol) was added dropwise to anhydrous DMF (4 ml) at 0° C. with stirring. After 30 min, this solution was added dropwise to a solution of 2-isopropyl-1H-indole (Compound 38, 1.24 g, 7.8 mmol) in DMF (16 ml) at 0° C. under argon. The reaction was stirred for 1 h while it warmed up to room temperature. The reaction was diluted with EtOAc, washed with aq. NaHCO3, brine, dried over Na2SO4, and concentrated in vacuo. The residual solid was washed with Et2O to yield 2-isopropyl-1H-i... As a reaction SMILES: [CH2:1]([c:2]1[cH:3][cH:4][cH:5][cH:6][cH:7]1)[O:8][c:9]1[cH:10][cH:11][c:12]([O:13][CH2:14][CH2:15][CH:16]2[CH2:17][CH2:18][N:19]([c:22]3[cH:23][n:24][cH:25][c:26]([O:28][CH2:29][CH:30]4[N:31]([C:35](=[O:36])[O:37][C:38]([CH3:39])([CH3:40])[CH3:41])[CH2:32][CH2:33][CH2:34]4)[cH:27]3)[CH2:20][CH2:21]2)[cH:42][cH:43]1.[CH3:44][OH:45].[Cl:46][CH2:47][Cl:48]>>[OH:8][c:9]1[cH:10][cH:11][c:12]([O:13][CH2:14][CH2:15][CH:16]2[CH2:17][CH2:18][N:19]([c:22]3[cH:23][n:24][cH:25][c:26]([O:28][CH2:29][CH:30]4[N:31]([C:35](=[O:36])[O:37][C:38]([CH3:39])([CH3:40])[CH3:41])[CH2:32][CH2:33][CH2:34]4)[cH:27]3)[CH2:20][CH2:21]2)[cH:42][cH:43]1. Reactants: CC(C)(C)OC(=O)N1CCCC1COc1cncc(N2CCC(CCOc3ccc(OCc4ccccc4)cc3)CC2)c1, CO, ClCCl. The product is CC(C)(C)OC(=O)N1CCCC1COc1cncc(N2CCC(CCOc3ccc(O)cc3)CC2)c1. Run in C1CCOC1 (THF). Procedure details: To a solution of (S)-1-{1-[(2-cyano-4-phenylquinolin-7-yl)methyl]-1H-1,2,3-triazol-4-yl}-1-(trifluoromethyl)propyl 4-nitrobenzoate (200 mg, 0.34 mmol) in THF (6 mL) was added lithium hydroxide IM (1.7 mL, 1.7 mmol). The mixture was stirred at room temperature for 1 h and quenched with saturated aqueous NH4Cl and extracted with EtOAc. The combined organic layers were washed with brine, dried over Na2SO4, filtered and concentrated under reduced pressure. Purification on silica gel (eluting with ac... Reaction conditions: time 1 hour. Starting materials: [N+](=O)([O-])C1=CC=C(C(=O)O[C@](CC)(C(F)(F)F)C=2N=NN(C2)CC2=CC=C3C(=CC(=NC3=C2)C#N)C2=CC=CC=C2)C=C1 ((S)-1-{1-[(2-cyano-4-phenylquinolin-7-yl)methyl]-1H-1,2,3-triazol-4-yl}-1-(trifluoromethyl)propyl 4-nitrobenzoate), [OH-].[Li+] (lithium hydroxide). Product: O[C@](CC)(C(F)(F)F)C=1N=NN(C1)CC1=CC=C2C(=CC(=NC2=C1)C#N)C1=CC=CC=C1 ((S)-7-({4-[1-hydroxy-1-(trifluoromethyl)propyl]-1H-1,2,3-triazol-1-yl}methyl)-4-phenylquinoline-2-carbonitrile). Reaction SMILES: [N+](C1C=CC(C([O:10][C@@:11]([C:18]2[N:19]=[N:20][N:21]([CH2:23][C:24]3[CH:33]=[C:32]4[C:27]([C:28]([C:36]5[CH:41]=[CH:40][CH:39]=[CH:38][CH:37]=5)=[CH:29][C:30]([C:34]#[N:35])=[N:31]4)=[CH:26][CH:25]=3)[CH:22]=2)([C:14]([F:17])([F:16])[F:15])[CH2:12][CH3:13])=O)=CC=1)([O-])=O.[OH-].[Li+]>C1COCC1>[OH:10][C@@:11]([C:18]1[N:19]=[N:20][N:21]([CH2:23][C:24]2[CH:33]=[C:32]3[C:27]([C:28]([C:36]4[CH:41]=[CH:40][CH:39]=[CH:38][CH:37]=4)=[CH:29][C:30]([C:34]#[N:35])=[N:31]3)=[CH:26][CH:25]=2)[CH:22]=1)([C:14]([F:15])([F:17])[F:16])[CH2:12][CH3:13] |f:1.2|. Starting materials: Cc1noc(C2CCCN2C(=O)OCc2ccccc2)c1Cc1ccc(Cl)cc1, ClCCl, C[Si](C)(C)I. Yields the product Cc1noc(C2CCCN2)c1Cc1ccc(Cl)cc1. Reaction SMILES: [Cl:1][c:2]1[cH:3][cH:4][c:5]([CH2:6][c:7]2[c:8]([CH3:27])[n:9][o:10][c:11]2[CH:12]2[N:13]([C:17]([O:18][CH2:19][c:20]3[cH:21][cH:22][cH:23][cH:24][cH:25]3)=[O:26])[CH2:14][CH2:15][CH2:16]2)[cH:28][cH:29]1.[Cl:35][CH2:36][Cl:37].[I:30][Si:31]([CH3:32])([CH3:33])[CH3:34]>>[Cl:1][c:2]1[cH:3][cH:4][c:5]([CH2:6][c:7]2[c:8]([CH3:27])[n:9][o:10][c:11]2[CH:12]2[NH:13][CH2:14][CH2:15][CH2:16]2)[cH:28][cH:29]1.